Dataset: the Open Reaction Database (ORD), a public repository of structured organic reaction records. Task: describe an organic reaction: reactants, conditions, products, and yield The reactants are COC(C1=C(C(=CC=C1)[N+](=O)[O-])OCOCCOC)=O (2-((2-methoxyethoxy)methoxy)-3-nitrobenzoic acid methyl ester), [H][H] (hydrogen). The reagents and catalysts are [Pd] (Pd/C). Run in CO (methanol). Reaction conditions: time 24 hour. Yields the product COC(C1=C(C(=CC=C1)N)OCOCCOC)=O (3-amino-2-((2-methoxyethoxy)methoxy)benzoic acid methyl ester). The yield is 94.0%. Reaction SMILES: [CH3:1][O:2][C:3](=[O:20])[C:4]1[CH:9]=[CH:8][CH:7]=[C:6]([N+:10]([O-])=O)[C:5]=1[O:13][CH2:14][O:15][CH2:16][CH2:17][O:18][CH3:19].[H][H]>CO.[Pd]>[CH3:1][O:2][C:3](=[O:20])[C:4]1[CH:9]=[CH:8][CH:7]=[C:6]([NH2:10])[C:5]=1[O:13][CH2:14][O:15][CH2:16][CH2:17][O:18][CH3:19]. Procedure details: To a solution of 2-((2-methoxyethoxy)methoxy)-3-nitrobenzoic acid methyl ester 5.0 g (17.5 mmol) of step 1 in methanol 50 mL was added 5% Pd/C 0.5 g, and the reactor was filled with hydrogen gas, after which the reaction mixture was stirred at room temperature for 24 hrs. The catalyst was removed off by celite filtration before concentrating the reaction mixture in a vacuum. Purification by column chromatography (developing solvent: ethylacetate/hexane=1/1) afforded 4.2 g of the title compound (... Reactants: OC1=C(N(S(C2=C1SC1=C2C=CC=C1)(=O)=O)C)C(=O)OC (methyl 4-hydroxy-2-methyl-2H-[1]benzothieno[2,3-e]-1,2-thiazine-3-carboxylate-1,1-dioxide), NC1=CC=CC=C1 (aniline). Product: OC1=C(N(S(C2=C1SC1=C2C=CC=C1)(=O)=O)C)C(=O)NC1=CC=CC=C1 (4-Hydroxy-2-methyl-N-phenyl-2H-[1]-benzothieno[2,3-e]-1,2-thiazine-3-carboxamide-1,1-dioxide). Isolated yield 60.0%. As a reaction SMILES: [OH:1][C:2]1[C:7]2[S:8][C:9]3[CH:14]=[CH:13][CH:12]=[CH:11][C:10]=3[C:6]=2[S:5](=[O:16])(=[O:15])[N:4]([CH3:17])[C:3]=1[C:18]([O:20]C)=O.[NH2:22][C:23]1[CH:28]=[CH:27][CH:26]=[CH:25][CH:24]=1>>[OH:1][C:2]1[C:7]2[S:8][C:9]3[CH:14]=[CH:13][CH:12]=[CH:11][C:10]=3[C:6]=2[S:5](=[O:16])(=[O:15])[N:4]([CH3:17])[C:3]=1[C:18]([NH:22][C:23]1[CH:28]=[CH:27][CH:26]=[CH:25][CH:24]=1)=[O:20]. Reported procedure: Prepared analogous to Example 1 from methyl 4-hydroxy-2-methyl-2H-[1]benzothieno[2,3-e]-1,2-thiazine-3-carboxylate-1,1-dioxide and aniline with a yield of 60% of theory. The reactants are F[C@@H]1[C@@H]2C=3C=CC(=CC3C[C@H]([C@H]2[C@@H]2CCC([C@@]2(C)C1)=O)CCCCCN1CCCC1)O (11β-fluoro-3-hydroxy-7α-(5-pyrrolidin-1-yl-pentyl)-estra-1,3,5(10)-trien-17-one), [BH4-].[Na+] (sodium borohydride). Run in CO (methanol). Run at time 1.5 hour. The product is F[C@@H]1[C@@H]2C=3C=CC(=CC3C[C@H]([C@H]2[C@@H]2CC[C@@H]([C@@]2(C)C1)O)CCCCCN1CCCC1)O (11β-Fluoro-7α-(5-pyrrolidin-1-yl-pentyl)-estra-1,3,5(10)-triene-3,17β-diol). RXN SMILES: [F:1][C@H:2]1[CH2:19][C@@:17]2([CH3:18])[C@@H:13]([CH2:14][CH2:15][C:16]2=[O:20])[C@H:12]2[C@H:3]1[C:4]1[CH:5]=[CH:6][C:7]([OH:31])=[CH:8][C:9]=1[CH2:10][C@H:11]2[CH2:21][CH2:22][CH2:23][CH2:24][CH2:25][N:26]1[CH2:30][CH2:29][CH2:28][CH2:27]1.[BH4-].[Na+]>CO>[F:1][C@H:2]1[CH2:19][C@@:17]2([CH3:18])[C@@H:13]([CH2:14][CH2:15][C@@H:16]2[OH:20])[C@H:12]2[C@H:3]1[C:4]1[CH:5]=[CH:6][C:7]([OH:31])=[CH:8][C:9]=1[CH2:10][C@H:11]2[CH2:21][CH2:22][CH2:23][CH2:24][CH2:25][N:26]1[CH2:27][CH2:28][CH2:29][CH2:30]1 |f:1.2|. Reported procedure: 324 mg of 11β-fluoro-3-hydroxy-7α-(5-pyrrolidin-1-yl-pentyl)-estra-1,3,5(10)-trien-17-one is dissolved in 10 ml of methanol and mixed with 63 mg of sodium borohydride. After 1.5 hours of stirring at room temperature, the batch is added to semi-saturated common salt solution, extracted 3 times with methylene chloride, dried on magnesium sulfate and concentrated by evaporation in a vacuum. After the crude product is chromatographed on silica gel with a methylene chloride-methanol gradient, 192 mg ... Starting materials: solution, O1CCCC1 (tetrahydrofuran), Example 24 ( 24e ), BrC1=CC(=C(C(=O)O)C=C1)C (4-bromo-2-methylbenzoic acid). The product is crude product, BrC1=CC(=C(C=C1)CO)C ((4-Bromo-2-methylphenyl)methanol). As a reaction SMILES: [Br:1][C:2]1[CH:10]=[CH:9][C:5]([C:6](O)=[O:7])=[C:4]([CH3:11])[CH:3]=1.O1CCCC1>>[Br:1][C:2]1[CH:10]=[CH:9][C:5]([CH2:6][OH:7])=[C:4]([CH3:11])[CH:3]=1. Reported procedure: The crude product of the title compound was synthesized by conducting the similar reaction to that mentioned in Example 24 (24e) using 4-bromo-2-methylbenzoic acid (4.0 g, 19 mmol) and a 1.0 M solution of borane-tetrahydrofuran complex in tetrahydrofuran (20 ml, 20 mmol). Subsequently, the crude product of the title compound thus obtained was purified by chromatography on a silica gel column using a mixed solvent of ethyl acetate and hexane (1:19 to 3:2) as the eluent to afford the title compoun... The reactants are O=C1N(CCCC1)C1=C(C=CC=C1)CCN1CC(CCC1)C1=C(C(=O)OC)C=CC=C1 (Methyl 2-(1-{2-[2-(2-oxopiperidin-1-yl)phenyl]ethyl}piperidin-3-yl)benzoate), [OH-].[Na+] (NaOH). The solvent is CO (methanol), CO (MeOH). Conditions: temperature 80 celsius. The product is O=C1N(CCCC1)C1=C(C=CC=C1)CCN1CC(CCC1)C1=C(C(=O)O)C=CC=C1 (2-(1-{2-[2-(2-oxopiperidin-1-yl)phenyl]ethyl}piperidin-3-yl)benzoic acid). The yield is 99.6%. RXN SMILES: [O:1]=[C:2]1[CH2:7][CH2:6][CH2:5][CH2:4][N:3]1[C:8]1[CH:13]=[CH:12][CH:11]=[CH:10][C:9]=1[CH2:14][CH2:15][N:16]1[CH2:21][CH2:20][CH2:19][CH:18]([C:22]2[CH:31]=[CH:30][CH:29]=[CH:28][C:23]=2[C:24]([O:26]C)=[O:25])[CH2:17]1.[OH-].[Na+]>CO>[O:1]=[C:2]1[CH2:7][CH2:6][CH2:5][CH2:4][N:3]1[C:8]1[CH:13]=[CH:12][CH:11]=[CH:10][C:9]=1[CH2:14][CH2:15][N:16]1[CH2:21][CH2:20][CH2:19][CH:18]([C:22]2[CH:31]=[CH:30][CH:29]=[CH:28][C:23]=2[C:24]([OH:26])=[O:25])[CH2:17]1 |f:1.2|. Reported procedure: Methyl 2-(1-{2-[2-(2-oxopiperidin-1-yl)phenyl]ethyl}piperidin-3-yl)benzoate a6-1 (0.35 g, 0.84 mmol, 1 eq) is dissolved in methanol (5 ml). NaOH 5N (0.84 ml, 4.20 mmol, 5 eq) is added and the mixture is heated at 80° C. for 16 h. The reaction mixture is concentrated under reduced pressure and the residue obtained is taken up in MeOH, filtered, and evaporated to afford 0.34 g of crude 2-(1-{2-[2-(2-oxopiperidin-1-yl)phenyl]ethyl}piperidin-3-yl)benzoic acid a6-5 which is used in the next step with... Reactants: CCOCC, Cc1ccccc1, COc1c(Cl)cc(Cl)c(OC)c1C(=O)O, CCN1CCCC1CN, O, O=S(Cl)Cl. The product is CCN1CCCC1CNC(=O)c1c(OC)c(Cl)cc(Cl)c1OC. Reaction SMILES: [CH2:36]([O:37][CH2:38][CH3:39])[CH3:40].[CH3:20][c:21]1[cH:22][cH:23][cH:24][cH:25][cH:26]1.[Cl:5][c:6]1[c:7]([O:18][CH3:19])[c:8]([C:9](=[O:10])[OH:11])[c:12]([O:16][CH3:17])[c:13]([Cl:15])[cH:14]1.[NH2:27][CH2:28][CH:29]1[N:30]([CH2:34][CH3:35])[CH2:31][CH2:32][CH2:33]1.[OH2:41].[S:1]([Cl:2])([Cl:3])=[O:4]>>[Cl:5][c:6]1[c:7]([O:18][CH3:19])[c:8]([C:9](=[O:11])[NH:27][CH2:28][CH:29]2[N:30]([CH2:34][CH3:35])[CH2:31][CH2:32][CH2:33]2)[c:12]([O:16][CH3:17])[c:13]([Cl:15])[cH:14]1. Starting materials: C(C1=CC=CC=C1)OC1=NC=CC=C1C=1C=C(C(=C(C1)NC(=O)C=1N=NC(=CC1)Cl)OC)C(C)(C)C (6-chloro-pyridazine-3-carboxylic acid [5-(2-benzyloxy-pyridin-3-yl)-3-tert-butyl-2-methoxy-phenyl]-amide), FC(CN)(F)F (2,2,2-trifluoroethylamine), O (H2O). Run in CN1CCCC1=O (NMP). Product: C(C1=CC=CC=C1)OC1=NC=CC=C1C=1C=C(C(=C(C1)NC(=O)C=1N=NC(=CC1)NCC(F)(F)F)OC)C(C)(C)C (6-(2,2,2-trifluoro-ethylamino)-pyridazine-3-carboxylic acid [5-(2-benzyloxy-pyridin-3-yl)-3-tert-butyl-2-methoxy-phenyl]-amide). The yield is 37.0%. As a reaction SMILES: [CH2:1]([O:8][C:9]1[C:14]([C:15]2[CH:16]=[C:17]([C:33]([CH3:36])([CH3:35])[CH3:34])[C:18]([O:31][CH3:32])=[C:19]([NH:21][C:22]([C:24]3[N:25]=[N:26][C:27](Cl)=[CH:28][CH:29]=3)=[O:23])[CH:20]=2)=[CH:13][CH:12]=[CH:11][N:10]=1)[C:2]1[CH:7]=[CH:6][CH:5]=[CH:4][CH:3]=1.[F:37][C:38]([F:42])([F:41])[CH2:39][NH2:40].O>CN1C(=O)CCC1>[CH2:1]([O:8][C:9]1[C:14]([C:15]2[CH:16]=[C:17]([C:33]([CH3:36])([CH3:35])[CH3:34])[C:18]([O:31][CH3:32])=[C:19]([NH:21][C:22]([C:24]3[N:25]=[N:26][C:27]([NH:40][CH2:39][C:38]([F:42])([F:41])[F:37])=[CH:28][CH:29]=3)=[O:23])[CH:20]=2)=[CH:13][CH:12]=[CH:11][N:10]=1)[C:2]1[CH:7]=[CH:6][CH:5]=[CH:4][CH:3]=1. Reported procedure: step 2—A solution of 312 (0.059 g, 0.1 mmol) and 2,2,2-trifluoroethylamine (0.5 mL) in NMP (1.0 mL) in a screw-capped test tube was heated to 100° C. After 18 h the solution was cooled to RT poured into H2O and extracted with EtOAc. The combined organics were washed sequentially with H2O and brine, dried (Na2SO4), filtered and concentrated in vacuo. The crude product was purified by SiO2 chromatography eluting with an EtOAc/hexane (6% to 60% EtOAc) to afford 0.029 g (37%) 6-(2,2,2-trifluoro-ethy... Starting materials: CC1=CNC=2N=CN=C(C21)N2CC1CCC(C2)N1C(=O)OC(C)(C)C (tert-butyl 3-(5-methyl-7H-pyrrolo[2,3-d]pyrimidin-4-yl)-3,8-diazabicyclo[3.2.1]octane-8-carboxylate), Cl (HCl). Solvent: O1CCOCC1 (dioxane). Reaction conditions: time 1 hour. Product: Cl.Cl.C12CN(CC(CC1)N2)C=2C1=C(N=CN2)NC=C1C (4-(3,8-diazabicyclo[3.2.1]octan-3-yl)-5-methyl-7H-pyrrolo[2,3-d]pyrimidine dihydrochloride). The yield is 91.0%. RXN SMILES: [CH3:1][C:2]1[C:10]2[C:9]([N:11]3[CH2:17][CH:16]4[N:18](C(OC(C)(C)C)=O)[CH:13]([CH2:14][CH2:15]4)[CH2:12]3)=[N:8][CH:7]=[N:6][C:5]=2[NH:4][CH:3]=1.[ClH:26]>O1CCOCC1>[ClH:26].[ClH:26].[CH:16]12[NH:18][CH:13]([CH2:14][CH2:15]1)[CH2:12][N:11]([C:9]1[C:10]3[C:2]([CH3:1])=[CH:3][NH:4][C:5]=3[N:6]=[CH:7][N:8]=1)[CH2:17]2 |f:3.4.5|. Procedure details: Boc-protected diazabicyclo[3.2.1]octane from step A was dissolved in 4M HCl in dioxane (4 ml). The reaction was stirred for 1 hour and concentrated under vacuum to afford 4-(3,8-diazabicyclo[3.2.1]octan-3-yl)-5-methyl-7H-pyrrolo[2,3-d]pyrimidine dihydrochloride (30 mg, 0.093 mmol, 91%).